Dataset: the Open Reaction Database (ORD), a public repository of structured organic reaction records. Task: describe an organic reaction: reactants, conditions, products, and yield The reactants are CN(C)C=O, CN(C)CCCl, O=c1ncc(Cl)c[nH]1, [K]. The product is CN(C)CCn1cc(Cl)cnc1=O. As a reaction SMILES: [CH3:16][N:17]([CH3:18])[CH:19]=[O:20].[CH3:1][N:2]([CH2:3][CH2:4][Cl:5])[CH3:6].[Cl:8][c:9]1[cH:10][n:11][c:12](=[O:15])[nH:13][cH:14]1.[K:7]>>[CH3:1][N:2]([CH2:3][CH2:4][n:11]1[cH:10][c:9]([Cl:8])[cH:14][n:13][c:12]1=[O:15])[CH3:6]. Starting materials: C(C1=CC=C(C=C1)OC)(=O)C1=CC=C(N1C)CC(=O)OC (methyl 5-(ρ-anisoyl)-1-methylpyrrole-2-acetate), C(C1=CC=C(C=C1)OC)(=O)C1=CC=C(N1C)CC(=O)O (5-(ρ-anisoyl)-1-methylpyrrole-acetic acid), [OH-].[Na+] (sodium hydroxide), C(C)O (ethanol). Run in O (water). The product is C(C1=CC=C(C=C1)OC)(=O)C1=CC(=C(N1)CC(=O)O)C (5-(ρ-anisoyl)-methylpyrrole-2-acetic acid). Yield: 87.0%. As a reaction SMILES: [C:1]([C:11]1[N:15](C)[C:14]([CH2:17][C:18]([O:20]C)=[O:19])=[CH:13][CH:12]=1)(=[O:10])[C:2]1[CH:7]=[CH:6][C:5]([O:8][CH3:9])=[CH:4][CH:3]=1.[OH-].[Na+].[CH2:24](O)C.C(C1N(C)C(CC(O)=O)=CC=1)(=O)C1C=CC(OC)=CC=1>O>[C:1]([C:11]1[NH:15][C:14]([CH2:17][C:18]([OH:20])=[O:19])=[C:13]([CH3:24])[CH:12]=1)(=[O:10])[C:2]1[CH:3]=[CH:4][C:5]([O:8][CH3:9])=[CH:6][CH:7]=1 |f:1.2|. Procedure details: A solution of 3.00 g. (0.0105 mole) of methyl 5-(ρ-anisoyl)-1-methylpyrrole-2-acetate in 12 ml. (0.012 mole) of 1N sodium hydroxide solution and 5 ml. of 95% ethanol is refluxed for 30 minutes. The solution is diluted with water and the ethanol is evaporated in vacuo. The solution is filtered, and the filtrate acidified with dilute hydrochloric acid. The precipitated solid is collected by filtration, dried and recrystallized from methanol-water to give about 2.4 g. (87% yield) of white-5-(ρ-anis... As a reaction SMILES: [CH3:1][O:2][C:3]([CH:4]([NH:5][C:6]([CH2:7][c:8]1[cH:9][cH:10][c:11]([O:14][CH2:15][CH:16]=[CH2:17])[cH:12][cH:13]1)=[O:18])[CH2:19][Cl:20])=[O:21].[CH3:25][C:26](=[O:27])[CH3:28].[ClH:24].[Na+:23].[OH-:22]>>[O:2]=[C:3]([CH:4]([NH:5][C:6]([CH2:7][c:8]1[cH:9][cH:10][c:11]([O:14][CH2:15][CH:16]=[CH2:17])[cH:12][cH:13]1)=[O:18])[CH2:19][Cl:20])[OH:21]. Product: C=CCOc1ccc(CC(=O)NC(CCl)C(=O)O)cc1. The reactants are C=CCOc1ccc(CC(=O)NC(CCl)C(=O)OC)cc1, CC(C)=O, Cl, [Na+], [OH-]. Reactants: NC(CCC(=O)OC)C1=C(C=CC=C1OC)OC (methyl 4-amino-4-(2,6-dimethoxyphenyl)butanoate), C1=C(C=CC=2OC3=C(C21)C=CC=C3)C=O (dibenzo[b,d]furan-2-carbaldehyde). Yields the product C1=C(C=CC=2OC3=C(C21)C=CC=C3)CN3C(CCC3C3=C(C=CC=C3OC)OC)=O (1-(dibenzo[b,d]furan-2-ylmethyl)-5-(2,6-dimethoxyphenyl)pyrrolidin-2-one). Reaction SMILES: [NH2:1][CH:2]([C:9]1[C:14]([O:15][CH3:16])=[CH:13][CH:12]=[CH:11][C:10]=1[O:17][CH3:18])[CH2:3][CH2:4][C:5]([O:7]C)=O.[CH:19]1[C:27]2[C:26]3[CH:28]=[CH:29][CH:30]=[CH:31][C:25]=3[O:24][C:23]=2[CH:22]=[CH:21][C:20]=1[CH:32]=O>>[CH:19]1[C:27]2[C:26]3[CH:28]=[CH:29][CH:30]=[CH:31][C:25]=3[O:24][C:23]=2[CH:22]=[CH:21][C:20]=1[CH2:32][N:1]1[CH:2]([C:9]2[C:14]([O:15][CH3:16])=[CH:13][CH:12]=[CH:11][C:10]=2[O:17][CH3:18])[CH2:3][CH2:4][C:5]1=[O:7]. Procedure details: Prepared according to the described general procedure 2 (GP2) by reaction of methyl 4-amino-4-(2,6-dimethoxyphenyl)butanoate with commercially available dibenzo[b,d]furan-2-carbaldehyde. Subsequent purification by preparative HPLC afforded the target compound. LC-MS (conditions A): tR=0.92 min.; [M+H]+: δ 401.83 g/mol. The reactants are C(=NC1CCCCC1)=NC1CCCCC1, ClCCl, NCCc1ccc(-c2sc3ccccc3c2Cc2ccc(OCCN3CCCC3)cc2)cc1, O=C(O)c1ccccc1. Product: O=C(NCCc1ccc(-c2sc3ccccc3c2Cc2ccc(OCCN3CCCC3)cc2)cc1)c1ccccc1. As a reaction SMILES: [CH:43]1([N:44]=[C:45]=[N:46][CH:47]2[CH2:48][CH2:49][CH2:50][CH2:51][CH2:52]2)[CH2:53][CH2:54][CH2:55][CH2:56][CH2:57]1.[Cl:58][CH2:59][Cl:60].[NH2:1][CH2:2][CH2:3][c:4]1[cH:5][cH:6][c:7](-[c:10]2[c:11]([CH2:19][c:20]3[cH:21][cH:22][c:23]([O:26][CH2:27][CH2:28][N:29]4[CH2:30][CH2:31][CH2:32][CH2:33]4)[cH:24][cH:25]3)[c:12]3[c:13]([s:14]2)[cH:15][cH:16][cH:17][cH:18]3)[cH:8][cH:9]1.[OH:34][C:35](=[O:36])[c:37]1[cH:38][cH:39][cH:40][cH:41][cH:42]1>>[NH:1]([CH2:2][CH2:3][c:4]1[cH:5][cH:6][c:7](-[c:10]2[c:11]([CH2:19][c:20]3[cH:21][cH:22][c:23]([O:26][CH2:27][CH2:28][N:29]4[CH2:30][CH2:31][CH2:32][CH2:33]4)[cH:24][cH:25]3)[c:12]3[c:13]([s:14]2)[cH:15][cH:16][cH:17][cH:18]3)[cH:8][cH:9]1)[C:35](=[O:34])[c:37]1[cH:38][cH:39][cH:40][cH:41][cH:42]1. The reactants are O=C([O-])[O-], CCO, Nc1cc(Cl)ncn1, [Na+], [Na+], C1COCCO1, O, OB(O)c1cccnc1. Yields the product Nc1cc(-c2cccnc2)ncn1. As a reaction SMILES: [C:18](=[O:19])([O-:20])[O-:21].[CH3:30][CH2:31][OH:32].[Cl:1][c:2]1[cH:3][c:4]([NH2:8])[n:5][cH:6][n:7]1.[Na+:22].[Na+:23].[O:24]1[CH2:25][CH2:26][O:27][CH2:28][CH2:29]1.[OH2:33].[n:9]1[cH:10][c:11]([B:15]([OH:16])[OH:17])[cH:12][cH:13][cH:14]1>>[c:2]1(-[c:11]2[cH:10][n:9][cH:14][cH:13][cH:12]2)[cH:3][c:4]([NH2:8])[n:5][cH:6][n:7]1. Reactants: BrN1C(CCC1=O)=O (N-Bromosuccinimide), COC(=O)C1=CC(=C2C3=C(NC2=C1)N=CC(=C3)C)C3=CC(=CC=C3)S(=O)(=O)CC (5-(3-Ethanesulfonyl-phenyl)-3-methyl-9H-pyrido[2,3-b]indole-7-carboxylic acid methyl ester). The solvent is C(Cl)Cl (CH2Cl2). Run at temperature 30 celsius, time 18 hour. Product: COC(=O)C1=C(C(=C2C3=C(NC2=C1)N=CC(=C3)C)C3=CC(=CC=C3)S(=O)(=O)CC)Br (6-Bromo-5-(3-ethanesulfonyl-phenyl)-3-methyl-9H-pyrido[2,3-b]indole-7-carboxylic acid methyl ester). The yield is 23.8%. Reaction SMILES: [Br:1]N1C(=O)CCC1=O.[CH3:9][O:10][C:11]([C:13]1[CH:21]=[C:20]2[C:16]([C:17]3[CH:25]=[C:24]([CH3:26])[CH:23]=[N:22][C:18]=3[NH:19]2)=[C:15]([C:27]2[CH:32]=[CH:31][CH:30]=[C:29]([S:33]([CH2:36][CH3:37])(=[O:35])=[O:34])[CH:28]=2)[CH:14]=1)=[O:12]>C(Cl)Cl>[CH3:9][O:10][C:11]([C:13]1[CH:21]=[C:20]2[C:16]([C:17]3[CH:25]=[C:24]([CH3:26])[CH:23]=[N:22][C:18]=3[NH:19]2)=[C:15]([C:27]2[CH:32]=[CH:31][CH:30]=[C:29]([S:33]([CH2:36][CH3:37])(=[O:35])=[O:34])[CH:28]=2)[C:14]=1[Br:1])=[O:12]. Reported procedure: N-Bromosuccinimide (59 mg, 0.33 mmol) was added to a solution of Compound 132 (128 mg, 0.31 mmol) in CH2Cl2 (3 mL) at r.t. The reaction was stirred for 18 h at 30° C and was then concentrated in vacuo. Purification by prep-HPLC gave 36 mg (24%) of the title compound as a white solid. 1H NMR (400 MHz, CDCl3) δ 12.28 (br s, 1H), 8.23 (s, 1H), 8.15-8.19 (m, 2H), 7.98 (s, 1H), 7.87 (t, 1H, J=7.6 Hz), 7.72 (d, 1H, J=7.6 Hz), 7.08 (s, 1H), 4.03 (s, 3H), 3.22 (q, 2H, J=7.2 Hz), 2.34 (s, 3H), 1.33 (t, 3...